Dataset: the Open Reaction Database (ORD), a public repository of structured organic reaction records. Task: describe an organic reaction: reactants, conditions, products, and yield Reactants: COC(=O)CC(=O)OC, CCC=CCC1=CCCC1O. Yields the product CCC=CCC1=CCCC1OC(=O)CC(=O)OC. RXN SMILES: [C:12]([CH2:13][C:14](=[O:15])[O:16][CH3:17])(=[O:18])[O:19][CH3:20].[CH2:1]([CH:2]=[CH:3][CH2:4][CH3:5])[C:6]1=[CH:10][CH2:9][CH2:8][CH:7]1[OH:11]>>[CH2:1]([CH:2]=[CH:3][CH2:4][CH3:5])[C:6]1=[CH:10][CH2:9][CH2:8][CH:7]1[O:11][C:12]([CH2:13][C:14](=[O:15])[O:16][CH3:17])=[O:18]. Reactants: COC(C1=C(N=CC=C1)Cl)=O (2-Chloronicotinic acid methyl ester), C([O-])([O-])=O.[Cs+].[Cs+] (caesium carbonate), CSC=1C=C(C=CC1)O (3-methylsulphanyl-phenol). The reagents and catalysts are [Cu](I)I (copper iodide). Solvent: C1(=CC=CC=C1)C.CN1C(CCC1)=O (toluene 1-methyl-2-pyrrolidinone), mixture, O (water), C(C)(=O)OCC (ethyl acetate). Conditions: temperature 110 celsius. Product: COC(C1=C(N=CC=C1)OC1=CC(=CC=C1)SC)=O (2-(3-Methylsulfanyl-phenoxy)-nicotinic acid methyl ester). As a reaction SMILES: [CH3:1][O:2][C:3](=[O:11])[C:4]1[CH:9]=[CH:8][CH:7]=[N:6][C:5]=1Cl.C(=O)([O-])[O-].[Cs+].[Cs+].[CH3:18][S:19][C:20]1[CH:21]=[C:22]([OH:26])[CH:23]=[CH:24][CH:25]=1>C1(C)C=CC=CC=1.CN1CCCC1=O.O.C(OCC)(=O)C.[Cu](I)I>[CH3:1][O:2][C:3](=[O:11])[C:4]1[CH:9]=[CH:8][CH:7]=[N:6][C:5]=1[O:26][C:22]1[CH:23]=[CH:24][CH:25]=[C:20]([S:19][CH3:18])[CH:21]=1 |f:1.2.3,5.6|. Reported procedure: 2-Chloronicotinic acid methyl ester (WO 02/085358, pg. 21, example 1) (8.00 g, 47 mmol), caesium carbonate (21.30 g, 65 mmol) and copper iodide (890 mg, 4.7 mmol) were dissolved in a toluene:1-methyl-2-pyrrolidinone 4:1 mixture (155 mL) and the reaction mixture treated with 3-methylsulphanyl-phenol (6.21 g, 44 mmol) (WO 98/45268, pg. 68, preparation 61). The reaction mixture was heated td 110° C. for 18 hours. The reaction mixture was diluted with water (250 mL), and ethyl acetate (250 mL) and f... Reaction SMILES: Cl[CH2:2][CH2:3][CH2:4][CH2:5][O:6][C:7]1[CH:8]=[C:9]2[C:14](=[CH:15][CH:16]=1)[NH:13][C:12](=[O:17])[CH2:11][CH2:10]2.[Cl:18][C:19]1[CH:24]=[CH:23][C:22]([SH:25])=[CH:21][CH:20]=1>>[Cl:18][C:19]1[CH:24]=[CH:23][C:22]([S:25][CH2:2][CH2:3][CH2:4][CH2:5][O:6][C:7]2[CH:8]=[C:9]3[C:14](=[CH:15][CH:16]=2)[NH:13][C:12](=[O:17])[CH2:11][CH2:10]3)=[CH:21][CH:20]=1. Procedure: Prepared analogous to Example 1 from 6-(4-chloro-butoxy)-3,4-dihydro-carbostyril (m.p. 147°-148° C.) and 4-chloro-thiophenol. Reactants: ClCCCCOC=1C=C2CCC(NC2=CC1)=O (6-(4-chloro-butoxy)-3,4-dihydro-carbostyril), ClC1=CC=C(C=C1)S (4-chloro-thiophenol). Yields the product ClC1=CC=C(C=C1)SCCCCOC=1C=C2CCC(NC2=CC1)=O (6-[4-(4-Chlorophenyl-mercapto)-butoxy]-3,4-dihydro-carbostyril). Reactants: ClCCCBr, COc1cc2c(C)n[nH]c(=O)c2cc1OC, CO, CN(C)C=O, ClC(Cl)Cl. Yields the product COc1cc2c(C)nn(CCCCl)c(=O)c2cc1OC. RXN SMILES: [Br:17][CH2:18][CH2:19][CH2:20][Cl:21].[CH3:1][c:2]1[n:3][nH:4][c:5](=[O:16])[c:6]2[cH:7][c:8]([O:14][CH3:15])[c:9]([O:12][CH3:13])[cH:10][c:11]12.[CH3:22][OH:23].[CH3:28][N:29]([CH3:30])[CH:31]=[O:32].[CH:24]([Cl:25])([Cl:26])[Cl:27]>>[CH3:1][c:2]1[n:3][n:4]([CH2:18][CH2:19][CH2:20][Cl:21])[c:5](=[O:16])[c:6]2[cH:7][c:8]([O:14][CH3:15])[c:9]([O:12][CH3:13])[cH:10][c:11]12. Starting materials: CO, CCO, [K+], [K+], COC(=O)c1sccc1CN, O=C([O-])[O-]. Product: O=C1NCc2ccsc21. As a reaction SMILES: [CH3:18][OH:19].[CH3:20][CH2:21][OH:22].[K+:12].[K+:13].[NH2:1][CH2:2][c:3]1[c:4]([C:8]([O:10][CH3:9])=[O:11])[s:5][cH:6][cH:7]1.[O-:14][C:15]([O-:16])=[O:17]>>[NH:1]1[CH2:2][c:3]2[c:4]([s:5][cH:6][cH:7]2)[C:8]1=[O:10]. The reactants are CC(=O)[O-], CC(=O)OC(C)=O, O=C(O)C=CC(=O)Nc1cccc(I)c1, [Na+]. The product is O=C1C=CC(=O)N1c1cccc(I)c1. RXN SMILES: [CH3:17][C:18](=[O:19])[O-:20].[CH3:21][C:22]([O:23][C:24](=[O:25])[CH3:26])=[O:27].[I:1][c:2]1[cH:3][c:4]([NH:8][C:9]([CH:10]=[CH:11][C:12](=[O:13])[OH:14])=[O:15])[cH:5][cH:6][cH:7]1.[Na+:16]>>[I:1][c:2]1[cH:3][c:4]([N:8]2[C:9](=[O:15])[CH:10]=[CH:11][C:12]2=[O:14])[cH:5][cH:6][cH:7]1. The reactants are CC(Br)c1ccc(F)nc1, CC1CN(C(=O)OC(C)(C)C)CCN1, CC#N, [K+], [K+], O=C([O-])[O-]. Product: CC1CN(C(=O)OC(C)(C)C)CCN1C(C)c1ccc(F)nc1. As a reaction SMILES: [Br:1][CH:2]([CH3:3])[c:4]1[cH:5][cH:6][c:7]([F:10])[n:8][cH:9]1.[CH3:11][CH:12]1[CH2:13][N:14]([C:18](=[O:19])[O:20][C:21]([CH3:22])([CH3:23])[CH3:24])[CH2:15][CH2:16][NH:17]1.[CH3:31][C:32]#[N:33].[K+:25].[K+:26].[O-:27][C:28]([O-:29])=[O:30]>>[CH:2]([CH3:3])([c:4]1[cH:5][cH:6][c:7]([F:10])[n:8][cH:9]1)[N:17]1[CH:12]([CH3:11])[CH2:13][N:14]([C:18](=[O:19])[O:20][C:21]([CH3:22])([CH3:23])[CH3:24])[CH2:15][CH2:16]1. RXN SMILES: Br[CH2:2][C:3]([OH:5])=[O:4].[OH-:6].[Na+].Cl.Cl.Cl.[C:11]1([CH2:17][O:18][CH2:19][CH:20]([N:24]2[CH2:35][CH2:34][NH:33][CH2:32][CH2:31][NH:30][CH2:29][CH2:28][NH:27][CH2:26][CH2:25]2)[C:21]([NH2:23])=[O:22])[CH:16]=[CH:15][CH:14]=[CH:13][CH:12]=1>O>[OH:6][CH2:11][CH2:17][O:18][CH2:19][CH2:20][NH:23][C:21](=[O:22])[CH:20]([N:24]1[CH2:35][CH2:34][N:33]([CH2:2][C:3]([OH:5])=[O:4])[CH2:32][CH2:31][N:30]([CH2:2][C:3]([OH:5])=[O:4])[CH2:29][CH2:28][N:27]([CH2:2][C:3]([OH:5])=[O:4])[CH2:26][CH2:25]1)[CH2:19][O:18][CH2:17][C:11]1[CH:16]=[CH:15][CH:14]=[CH:13][CH:12]=1 |f:1.2,3.4.5.6|. Yield: 150.0%. Run in O (H2O), O (H2O). Procedure: To a solution of 45.5 g of bromoacetic acid (0.327 mol) in 140 mL of H2O, kept under stirring at 0° C., 31.5 mL of 10N NaOH (0.315 mol) are added in 1 h to pH 6. The resulting solution is added drop by drop to a solution of 46 g of N-[2-(2-hydroxyethoxy)ethyl)]-α-[(phenylmethoxy)methyl]-1,4,7,10-tetraazacyclododecan-1-acetamide trihydrochloride (0.084 mol) in H2O (100 mL) and, at a constant reaction temperature of 0° C., 10N NaOH is slowly added to pH 10. The reaction mixture is heated to 50° C.... The product is OCCOCCNC(C(COCC1=CC=CC=C1)N1CCN(CCN(CCN(CC1)CC(=O)O)CC(=O)O)CC(=O)O)=O (10-[2-[[2-(2-hydroxyethoxy)ethyl]amino]-2-oxo-1-[(phenylmethoxy)methyl]ethyl]-1,4,7,10-tetraazacyclododecan-1,4,7-triacetic acid). Starting materials: Cl.Cl.Cl.C1(=CC=CC=C1)COCC(C(=O)N)N1CCNCCNCCNCC1 (α-[(phenylmethoxy)methyl]-1,4,7,10-tetraazacyclododecan-1-acetamide trihydrochloride), BrCC(=O)O (bromoacetic acid), [OH-].[Na+] (NaOH), [OH-].[Na+] (NaOH), [OH-].[Na+] (NaOH). Run at temperature 0 celsius. The reactants are resultant mixture, CN1N=CC(=C1)NC1=NC=C2C(=N1)NN=C2 (N-(1-methyl-1H-pyrazol-4-yl)-1H-pyrazolo[3,4-d]pyrimidin-6-amine), BrCC1=C(C#N)C=CC=C1 (2-(bromomethyl)benzonitrile), C([O-])([O-])=O.[K+].[K+] (potassium carbonate). Solvent: CCOC(=O)C (EtOAc), CN(C)C=O (DMF). The product is CN1N=CC(=C1)NC1=NC=C2C(=N1)N(N=C2)CC2=C(C#N)C=CC=C2 (2-((6-(1-Methyl-1H-pyrazol-4-ylamino)-1H-pyrazolo[3,4-d]pyrimidin-1-yl)methyl)benzonitrile). As a reaction SMILES: [CH3:1][N:2]1[CH:6]=[C:5]([NH:7][C:8]2[N:13]=[C:12]3[NH:14][N:15]=[CH:16][C:11]3=[CH:10][N:9]=2)[CH:4]=[N:3]1.Br[CH2:18][C:19]1[CH:26]=[CH:25][CH:24]=[CH:23][C:20]=1[C:21]#[N:22].C(=O)([O-])[O-].[K+].[K+]>CN(C=O)C.CCOC(C)=O>[CH3:1][N:2]1[CH:6]=[C:5]([NH:7][C:8]2[N:13]=[C:12]3[N:14]([CH2:18][C:19]4[CH:26]=[CH:25][CH:24]=[CH:23][C:20]=4[C:21]#[N:22])[N:15]=[CH:16][C:11]3=[CH:10][N:9]=2)[CH:4]=[N:3]1 |f:2.3.4|. Reported procedure: A solution of N-(1-methyl-1H-pyrazol-4-yl)-1H-pyrazolo[3,4-d]pyrimidin-6-amine (100 mg, 0.46 mmol), 2-(bromomethyl)benzonitrile (1.1 eq) and potassium carbonate (2 eq) in DMF (2 mL) was stirred at rt for 18 h. The resultant mixture was diluted with EtOAc and washed with H2O, then brine. The organic phase was collected, dried (MgSO4) and concentrated in vacuo. The resultant residue was purified by column chromatography (petroleum ether: EtOAc) to give the title product. 1H NMR (d6-DMSO) δ 9.94 (s... The reactants are FC1=CC(=C(C=C1F)C1=C(C=NC=C1)N(C(C1=CC(=NC(=C1)C(F)(F)F)C(F)(F)F)=O)CCS(=O)(=O)C)OC (N-[4-(4,5-Difluoro-2-methoxy-phenyl)-pyridin-3-yl]-N-(2-methanesulfonyl-ethyl)-2,6-bis-trifluoromethyl-isonicotinamide), FC1=CC(=C(C=C1F)C1=C(C=NC=C1)N(C(C1=CC(=NC(=C1)C(F)(F)F)C(F)(F)F)=O)CCS(=O)(=O)C)OC (N-[4-(4,5-Difluoro-2-methoxy-phenyl)-pyridin-3-yl]-N-(2-methanesulfonyl-ethyl)-2,6-bis-trifluoromethyl-isonicotinamide), FC1=C(C=C(C(=C1)F)OC)B(O)O (2,4-difluoro-5-methoxyphenyl-boronic acid), [F-].[K+] (potassium fluoride), C1(=CC=CC=C1)P(C1=CC=CC=C1)C1=CC=CC=C1 (triphenyl phosphine). The reagents and catalysts are C=1C=CC(=CC1)/C=C/C(=O)/C=C/C2=CC=CC=C2.C=1C=CC(=CC1)/C=C/C(=O)/C=C/C2=CC=CC=C2.C=1C=CC(=CC1)/C=C/C(=O)/C=C/C2=CC=CC=C2.[Pd].[Pd] (Pd2(dba)3). Solvent: C1CCOC1 (THF), O (water). Run at temperature 120 celsius, time 45 minute. Yields the product FC1=C(C=C(C(=C1)F)OC)C1=C(C=NC=C1)NC ([4-(2,4-Difluoro-5-methoxy-phenyl)-pyridin-3-yl]-methyl-amine). Yield: 69.7%. RXN SMILES: FC1C(F)=CC([C:9]2[CH:14]=[CH:13][N:12]=[CH:11][C:10]=2[N:15](CCS(C)(=O)=O)[C:16](=O)C2C=C(C(F)(F)F)N=C(C(F)(F)F)C=2)=C(OC)C=1.[F:40][C:41]1[CH:46]=[C:45]([F:47])[C:44]([O:48][CH3:49])=[CH:43][C:42]=1B(O)O.[F-].[K+].C1(P(C2C=CC=CC=2)C2C=CC=CC=2)C=CC=CC=1>C1COCC1.O.C1C=CC(/C=C/C(/C=C/C2C=CC=CC=2)=O)=CC=1.C1C=CC(/C=C/C(/C=C/C2C=CC=CC=2)=O)=CC=1.C1C=CC(/C=C/C(/C=C/C2C=CC=CC=2)=O)=CC=1.[Pd].[Pd]>[F:40][C:41]1[CH:46]=[C:45]([F:47])[C:44]([O:48][CH3:49])=[CH:43][C:42]=1[C:9]1[CH:14]=[CH:13][N:12]=[CH:11][C:10]=1[NH:15][CH3:16] |f:2.3,7.8.9.10.11|. Reported procedure: To a solution of (4-iodo-pyridin-3-yl)-methyl-amine (100 mg, 0.43 mmol, example 98, intermediate b) in THF (3 mL) and water (1.5 mL) were added 2,4-difluoro-5-methoxyphenyl-boronic acid (231 mg, 0.85 mmol) and potassium fluoride (50 mg, 0.85 mmol) and the reaction mixture was purged with argon for 15 min. Then Pd2(dba)3 (78 mg, 0.09 mmol) and triphenyl phosphine (22 mg, 0.09 mmol) were added to the reaction mixture and the reaction mixture was stirred at 120° C. for 45 min in a microwave oven. T...